This data is from the Open Reaction Database (ORD), a public repository of structured organic reaction records. The task is: describe an organic reaction: reactants, conditions, products, and yield The reactants are C(C)N(C(C)C)C(C)C (N-ethyldiisopropyl amine), C1(=CC=CC=C1)S(=O)(=O)Cl (benzenesulfonyl chloride), C1(=CC=CC=C1)C1(OC2=C(O1)C=CC(=C2)N)C2=CC=CC=C2 (2,2-Diphenyl-1,3-benzodioxol-5-amine). Run in ClCCl (dichloromethane). Conditions: time 5 hour. Yields the product C1(=CC=CC=C1)C1(OC2=C(O1)C=CC(=C2)NS(=O)(=O)C2=CC=CC=C2)C2=CC=CC=C2 (N-(2,2-diphenyl-benzo[1,3]dioxol-5-yl)-benzenesulfonamide). The yield is 6.0%. RXN SMILES: [C:1]1([C:7]2([C:17]3[CH:22]=[CH:21][CH:20]=[CH:19][CH:18]=3)[O:11][C:10]3[CH:12]=[CH:13][C:14]([NH2:16])=[CH:15][C:9]=3[O:8]2)[CH:6]=[CH:5][CH:4]=[CH:3][CH:2]=1.C(N(C(C)C)C(C)C)C.[C:32]1([S:38](Cl)(=[O:40])=[O:39])[CH:37]=[CH:36][CH:35]=[CH:34][CH:33]=1>ClCCl>[C:17]1([C:7]2([C:1]3[CH:6]=[CH:5][CH:4]=[CH:3][CH:2]=3)[O:11][C:10]3[CH:12]=[CH:13][C:14]([NH:16][S:38]([C:32]4[CH:37]=[CH:36][CH:35]=[CH:34][CH:33]=4)(=[O:40])=[O:39])=[CH:15][C:9]=3[O:8]2)[CH:18]=[CH:19][CH:20]=[CH:21][CH:22]=1. Procedure: 2,2-Diphenyl-1,3-benzodioxol-5-amine was dissolved in dichloromethane (5 ml). N-ethyldiisopropyl amine (0.1 ml. 0.6 mmol) and benzenesulfonyl chloride (88 mg, 0.5 mmol) were added. The reaction was stirred for 5 hours at room temperature. The reaction was washed with cold 1N aqueous HCl, with 1N aqueous NaOH and with saturated aqueous sodium chloride solution. The organic layer was dried over sodium sulfate, filtered and the solvent was evaporated in vacuo. The residue was purified by column chr... The reactants are C(CCCCC(C)C)[Si](OC)(OC)OC (isooctyltrimethoxysilane), COCC(C)O (1-methoxy-2-propanol), glass, BS1316, C(CCCCC(C)C)[Si](OC)(OC)OC (isooctyltrimethoxysilane). Reaction conditions: time 8 hour. The product is C(CCCCC(C)C)[SiH3] (Isooctylsilane). RXN SMILES: [CH2:1]([Si:9](OC)(OC)OC)[CH2:2][CH2:3][CH2:4][CH2:5][CH:6]([CH3:8])[CH3:7].COCC(O)C>>[CH2:1]([SiH3:9])[CH2:2][CH2:3][CH2:4][CH2:5][CH:6]([CH3:8])[CH3:7]. Procedure details: Silica nanoparticles surface modified with isooctyltrimethoxysilane were prepared as follows: 61.42 g BS1316 isooctyltrimethoxysilane (Wacker Silicones Corp., Adrian, Mich.), 1940 g 1-methoxy-2-propanol and 1000 g NALCO 2326 colloidal silica were combined in a 1 gallon glass jar. The mixture was shaken to ensure mixing and then placed in an oven at 80° C. overnight. The mixture was then dried in a flow through oven at 150° C. to produce a white particulate solid. Reactants: [Li]C (MeLi), C(C1=CC=CC=C1)OCN1N=CC=C1C=O (2-benzyloxymethyl-2H-pyrazole-3-carbaldehyde). The reagents and catalysts are [Br-].C[P+](C1=CC=CC=C1)(C1=CC=CC=C1)C1=CC=CC=C1 (methyltriphenylphosphoniumbromide). Run in C1CCOC1 (THF), C1CCOC1 (THF). Conditions: time 1 hour. Yields the product C(C1=CC=CC=C1)OCN1N=CC=C1C=C (1-Benzyloxymethyl-5-vinyl-1H-pyrazole). As a reaction SMILES: [Li][CH3:2].[CH2:3]([O:10][CH2:11][N:12]1[C:16]([CH:17]=O)=[CH:15][CH:14]=[N:13]1)[C:4]1[CH:9]=[CH:8][CH:7]=[CH:6][CH:5]=1>[Br-].C[P+](C1C=CC=CC=1)(C1C=CC=CC=1)C1C=CC=CC=1.C1COCC1>[CH2:3]([O:10][CH2:11][N:12]1[C:16]([CH:17]=[CH2:2])=[CH:15][CH:14]=[N:13]1)[C:4]1[CH:9]=[CH:8][CH:7]=[CH:6][CH:5]=1 |f:2.3|. Reported procedure: A solution of methyltriphenylphosphoniumbromide (7.85 g, 22.0 mmol) in THF (40 mL) is cooled to 0° C. then MeLi (12.2 mL, 1.6 M in ether) is added dropwise. The mixture is stirred for 1 h then a solution of 2-benzyloxymethyl-2H-pyrazole-3-carbaldehyde (3.4 g, 15.7 mmol) in THF (15 mL) is added dropwise. The reaction is stirred for an hour at 0° C., then warmed to RT over 1 h. The mixture is partitioned between aqueous NH4Cl and EtOAc and the organic layer is concentrated. Chromatography (10-15% ... Starting materials: OC(C)(C)C1=CC(=NN1)C(=O)O (5-(2-hydroxypropan-2-yl)-1H-pyrazole-3-carboxylic acid), CN(C)C=O (DMF), N[C@H](CN1N=C(C=C1)C1=CC(=C(C#N)C(=C1)F)Cl)C ((S)-4-(1-(2-amino-propyl)-1H-pyrazol-3-yl)-2-chloro-6-fluorobenzo-nitrile), C=1C=CC2=C(C1)N=NN2O (HOBt). Run in O (Water). Yields the product ClC=1C=C(C=C(C1C#N)F)C1=NN(C=C1)C[C@H](C)NC(=O)C1=NNC(=C1)C(C)(C)O ((S)—N-(1-(3-(3-Chloro-4-cyano-5-fluorophenyl)-1H-pyrazol-1-yl)propan-2-yl)-5-(2-hydroxypropan-2-yl)-1H-pyrazole-3-carboxamide). The yield is 19.5%. As a reaction SMILES: [OH:1][C:2]([C:5]1[NH:9][N:8]=[C:7]([C:10]([OH:12])=O)[CH:6]=1)([CH3:4])[CH3:3].[NH2:13][C@@H:14]([CH3:31])[CH2:15][N:16]1[CH:20]=[CH:19][C:18]([C:21]2[CH:28]=[C:27]([F:29])[C:24]([C:25]#[N:26])=[C:23]([Cl:30])[CH:22]=2)=[N:17]1.C1C=CC2N(O)N=NC=2C=1.CN(C=O)C>O>[Cl:30][C:23]1[CH:22]=[C:21]([C:18]2[CH:19]=[CH:20][N:16]([CH2:15][C@@H:14]([NH:13][C:10]([C:7]3[CH:6]=[C:5]([C:2]([OH:1])([CH3:3])[CH3:4])[NH:9][N:8]=3)=[O:12])[CH3:31])[N:17]=2)[CH:28]=[C:27]([F:29])[C:24]=1[C:25]#[N:26]. Procedure details: The title compound was prepared using the procedure described in Example 3(h) using 5-(2-hydroxypropan-2-yl)-1H-pyrazole-3-carboxylic acid (0.646 mmol, 110 mg) and (S)-4-(1-(2-amino-propyl)-1H-pyrazol-3-yl)-2-chloro-6-fluorobenzo-nitrile (0.539 mmol, 150 mg) and only a catalytic amount of HOBt (0.054 mmol, 7.28 mg). DMF was used as the solvent. Water was added to the reaction mixture and the mixture was extracted it three times with DCM. The combined organics were washed twice with water. The or... The reactants are [N+](=[N-])=C (diazomethane), [N+](=[N-])=C (diazomethane), OC=1C2=C(SC1C(=O)OC)C=CC=C2 (methyl 3-hydroxybenzo[b]thiophene-2-carboxylate). Run in C(Cl)Cl (methylene chloride). Product: COC=1C2=C(SC1C(=O)OC)C=CC=C2 (methyl 3-methoxybenzo[b]-thiophene-2-carboxylate). Reaction SMILES: [OH:1][C:2]1[C:3]2[CH:14]=[CH:13][CH:12]=[CH:11][C:4]=2[S:5][C:6]=1[C:7]([O:9][CH3:10])=[O:8].[N+](=[CH2:17])=[N-]>C(Cl)Cl>[CH3:17][O:1][C:2]1[C:3]2[CH:14]=[CH:13][CH:12]=[CH:11][C:4]=2[S:5][C:6]=1[C:7]([O:9][CH3:10])=[O:8]. Procedure: A stirred, ice-bath cooled mixture of methyl 3-hydroxybenzo[b]thiophene-2-carboxylate (J. Org. Chem. 32, 2678 (1967) (2.1 g, 0.01 m) and dry methylene chloride (25 ml) was treated with ethereal diazomethane in portions until the yellow color of the diazomethane persists, and nitrogen was no longer evolved. Concentration in vacuo yielded methyl 3-methoxybenzo[b]-thiophene-2-carboxylate as a pale tan solid; m/z 324 (M+.). The material was used without further purification in the next step. Starting materials: O1COC2=C1C=CC(=C2)C2=NC1=C(N2)C=CC(=C1)CCCN1C(C2=CC=CC=C2C1=O)=O (2-[3-[2-(1,3-benzodioxol-5-yl)-1H-benzimidazol-5-yl]propyl]-2,3-dihydro-1H-isoindol-1,3-dione), O1COC2=C1C=CC(=C2)C2=NC1=C(N2)C=CC(=C1)CCCN1C(C2=CC=CC=C2C1=O)=O (2-[3-[2-(1,3-Benzodioxol-5-yl)-1H-benzimidazol-5-yl]propyl]-2,3-dihydro-1H-isoindol-1,3-dione), NN (hydrazine). The solvent is C(C)O (ethanol). Conditions: time 8 hour. The product is O1COC2=C1C=CC(=C2)C2=NC1=C(N2CCCN)C=CC=C1 (2-(1,3-benzodioxol-5-yl)-1H-benzimidazole-1-propanamine). Yield: 134.9%. As a reaction SMILES: [O:1]1[C:5]2[CH:6]=[CH:7][C:8]([C:10]3[NH:14][C:13]4[CH:15]=[CH:16][C:17](CCCN5C(=O)C6C(=CC=CC=6)C5=O)=[CH:18][C:12]=4[N:11]=3)=[CH:9][C:4]=2[O:3][CH2:2]1.NN>C(O)C>[O:1]1[C:5]2[CH:6]=[CH:7][C:8]([C:10]3[N:11]([CH2:7][CH2:8][CH2:10][NH2:11])[C:12]4[CH:18]=[CH:17][CH:16]=[CH:15][C:13]=4[N:14]=3)=[CH:9][C:4]=2[O:3][CH2:2]1. Reported procedure: To a solution of 500 mg (1.18 mmol) of 2-[3-[2-(1,3-benzodioxol-5-yl)-1H-benzimidazol-5-yl]propyl]-2,3-dihydro-1H-isoindol-1,3-dione, the title compound of EXAMPLE 16, in 10 mL of ethanol was added 70 μL of hydrazine (2.3 mmol), and the resulting mixture was stirred at ambient temperature overnight. The mixture was concentrated in vacuo, and the residue was purified by silica gel chromatography to give 235 mg (68%) of 2-(1,3-benzodioxol-5-yl)-1H-benzimidazole-1-propanamine as an oil: 1H NMR (CDC...